Dataset: the Open Reaction Database (ORD), a public repository of structured organic reaction records. Task: describe an organic reaction: reactants, conditions, products, and yield Reactants: BrC=1C(OC2=CC(=CC=C2C1C)O)=O (3-bromo-7-hydroxy-4-methyl-2H-chromen-2-one), Cl.CN1CCN(CC1)C(=O)C1=CC=C(C=C1)B(O)O (4-(4-methylpiperazine-1-carbonyl)phenylboronic acid hydrochloride), Na3PO4, C(C)OC(C)O (ethoxyethanol). Reagents/catalysts: CC(=O)[O-].CC(=O)[O-].[Pd+2] (Pd(OAc)2), COC=1C=CC=C(C1C=2C=CC=CC2P(C3CCCCC3)C4CCCCC4)OC (Sphos). The solvent is O (water). Reaction conditions: temperature 150 celsius. The product is OC1=CC=C2C(=C(C(OC2=C1)=O)C1=CC=C(C=C1)C(=O)N1CCN(CC1)C)C (7-hydroxy-4-methyl-3-(4-(4-methylpiperazine-1-carbonyl)phenyl)-2H-chromen-2-one). Isolated yield 163.1%. Reaction SMILES: Br[C:2]1[C:3](=[O:14])[O:4][C:5]2[C:10]([C:11]=1[CH3:12])=[CH:9][CH:8]=[C:7]([OH:13])[CH:6]=2.Cl.[CH3:16][N:17]1[CH2:22][CH2:21][N:20]([C:23]([C:25]2[CH:30]=[CH:29][C:28](B(O)O)=[CH:27][CH:26]=2)=[O:24])[CH2:19][CH2:18]1.C(OC(O)C)C>CC([O-])=O.CC([O-])=O.[Pd+2].COC1C=CC=C(OC)C=1C1C=CC=CC=1P(C1CCCCC1)C1CCCCC1.O>[OH:13][C:7]1[CH:6]=[C:5]2[C:10]([C:11]([CH3:12])=[C:2]([C:28]3[CH:27]=[CH:26][C:25]([C:23]([N:20]4[CH2:21][CH2:22][N:17]([CH3:16])[CH2:18][CH2:19]4)=[O:24])=[CH:30][CH:29]=3)[C:3](=[O:14])[O:4]2)=[CH:9][CH:8]=1 |f:1.2,4.5.6|. Procedure details: A mixture of 3-bromo-7-hydroxy-4-methyl-2H-chromen-2-one (i) (7.66 g, 30 mmol), 4-(4-methylpiperazine-1-carbonyl)phenylboronic acid hydrochloride (2) (10.24 g, 36 mmol), Na3PO4 (22.14 g, 135 mmol), ethoxyethanol (140 g) and water (14 g) was purged with Argon for five minutes in a 250 ml, pressure vessel. Ligand Sphos (obtained from Aldrich, Cat No. 638072) (739 mg, 1.8 mmol) and Pd(OAc)2 (202 mg, 0.90 mmol) were added under an Argon atmosphere then the vessel was sealed and heated for 60 min in ... Starting materials: [Si](C)(C)(C(C)(C)C)OCC(CCOCP(=O)(OCC)OCC)ON1C2=NC=NC(=C2N=C1)N (9-[1-(t-butyldimethylsilyloxy)-4-(diethoxyphosphorylmethoxy)but-2-oxy]adenine). The solvent is C(C)(=O)O (acetic acid). The product is C(C)OP(=O)(OCC)COCCC(CO)ON1C2=NC=NC(=C2N=C1)N (9-[4-(diethoxyphosphorylmethoxy)-1-hydroxybut-2-oxy]adenine). Isolated yield 78.5%. As a reaction SMILES: [Si]([O:8][CH2:9][CH:10]([O:23][N:24]1[CH:32]=[N:31][C:30]2[C:25]1=[N:26][CH:27]=[N:28][C:29]=2[NH2:33])[CH2:11][CH2:12][O:13][CH2:14][P:15]([O:20][CH2:21][CH3:22])([O:17][CH2:18][CH3:19])=[O:16])(C(C)(C)C)(C)C>C(O)(=O)C>[CH2:18]([O:17][P:15]([CH2:14][O:13][CH2:12][CH2:11][CH:10]([O:23][N:24]1[CH:32]=[N:31][C:30]2[C:25]1=[N:26][CH:27]=[N:28][C:29]=2[NH2:33])[CH2:9][OH:8])([O:20][CH2:21][CH3:22])=[O:16])[CH3:19]. Procedure: A solution of 9-[1-(t-butyldimethylsilyloxy)-4-(diethoxyphosphorylmethoxy)but-2-oxy]adenine (360 mg, 0.72 mmol) in 80% acetic acid (15 ml) was stirred at 85° C. for 3 h. The solvents were evaporated under vacuum and co-evaporated with toluene. The residue was chromatographed on silica, eluting with chloroform-methanol 10:1, affording 9-[4-(diethoxyphosphorylmethoxy)-1-hydroxybut-2-oxy]adenine (220 mg, 79%) as a white solid, m.p. 86°-88° C. νmax (KBr) 3350, 3140, 1660, 1600 and 1540 cm-1 ; δH (CD... Reactants: ClC(=C)Cl (1,1-dichloroethene), ClC(CC)(CCCC)C (3-chloro-3-methylheptane), Cl (hydrochloric acid). The reagents and catalysts are [Fe](Cl)(Cl)Cl (iron(III) chloride). Conditions: temperature 30 celsius, time 2 hour. The product is ClC(=CC(CCCC)(C)CC)Cl (1,1-dichloro-3-ethyl-3-methyl-hept-1-ene). The yield is 70.9%. As a reaction SMILES: [Cl:1][C:2]([Cl:4])=[CH2:3].Cl[C:6]([CH3:13])([CH2:9][CH2:10][CH2:11][CH3:12])[CH2:7][CH3:8].Cl>[Fe](Cl)(Cl)Cl>[Cl:1][C:2]([Cl:4])=[CH:3][C:6]([CH2:7][CH3:8])([CH3:13])[CH2:9][CH2:10][CH2:11][CH3:12]. Procedure details: 1,235 g (12.7 moles) of 1,1-dichloroethene and 630 g (4.23 moles) of 3-chloro-3-methylheptane are taken at 20° C. 85 g of anhydrous iron(III) chloride are added in portions, while cooling. The mixture is then subsequently stirred at 30° C. for 2 hours. It is poured onto ice and dilute aqueous hydrochloric acid. The organic phase is separated off, dried and subjected to fractional distillation. 627 g (71% of theory) of 1,1-dichloro-3-ethyl-3-methyl-hept-1-ene are isolated at boiling point6.1 50°-... Reactants: CC(O)=S, CS(=O)(=O)[O-], CS(=O)(=O)CCCCC(=O)c1ccc[nH+]c1, CCN(C(C)C)C(C)C, C1CCOC1, O. Product: O=S1CCCC=C1c1cccnc1. RXN SMILES: [C:31]([OH:32])(=[S:33])[CH3:34].[CH3:1][S:2]([O-:3])(=[O:4])=[O:5].[CH3:6][S:7](=[O:8])([CH2:10][CH2:11][CH2:12][CH2:13][C:14](=[O:9])[c:16]1[cH:17][nH+:18][cH:19][cH:20][cH:21]1)=[O:15].[CH:22]([N:23]([CH2:24][CH3:25])[CH:26]([CH3:27])[CH3:28])([CH3:29])[CH3:30].[O:36]1[CH2:37][CH2:38][CH2:39][CH2:40]1.[OH2:35]>>[S:7]1(=[O:8])[CH2:10][CH2:11][CH2:12][CH:13]=[C:14]1[c:16]1[cH:17][n:18][cH:19][cH:20][cH:21]1. Starting materials: ClC1=NC(=CC(=N1)Cl)C (2,4-dichloro-6-methyl-pyrimidine), C(C)OC=1C=CC(=C(C1)B(O)O)F ((5-ethoxy-2-fluoro-phenyl)boronic acid), C([O-])([O-])=O.[Na+].[Na+] (sodium carbonate). The reagents and catalysts are C1([P]([Pd][P](C2=CC=CC=C2)(C3=CC=CC=C3)C4=CC=CC=C4)(C5=CC=CC=C5)C6=CC=CC=C6)=CC=CC=C1 (Bis(triphenylphosphine)palladium). Solvent: COCCOC (1,2-dimethoxyethane), O (water). Conditions: temperature 80 celsius. Yields the product ClC1=NC(=CC(=N1)C1=C(C=CC(=C1)OCC)F)C (2-Chloro-4-(5-ethoxy-2-fluoro-phenyl)-6-methyl-pyrimidine). Yield: 96.6%. RXN SMILES: [Cl:1][C:2]1[N:7]=[C:6](Cl)[CH:5]=[C:4]([CH3:9])[N:3]=1.[CH2:10]([O:12][C:13]1[CH:14]=[CH:15][C:16]([F:22])=[C:17](B(O)O)[CH:18]=1)[CH3:11].C(=O)([O-])[O-].[Na+].[Na+]>COCCOC.O.C1(C=CC=CC=1)[P](C1C=CC=CC=1)(C1C=CC=CC=1)[Pd][P](C1C=CC=CC=1)(C1C=CC=CC=1)C1C=CC=CC=1>[Cl:1][C:2]1[N:7]=[C:6]([C:15]2[CH:14]=[C:13]([O:12][CH2:10][CH3:11])[CH:18]=[CH:17][C:16]=2[F:22])[CH:5]=[C:4]([CH3:9])[N:3]=1 |f:2.3.4,^1:41,55|. Procedure details: To a solution of 2,4-dichloro-6-methyl-pyrimidine (2.66 g, 16.31 mmol) and (5-ethoxy-2-fluoro-phenyl)boronic acid (2 g, 10.87 mmol) in 1,2-dimethoxyethane (25 mL) and water (15 mL) was added sodium carbonate (3.46 g, 32.62 mmol). This was degassed with nitrogen for 5 minutes. Bis(triphenylphosphine)palladium (II) dichloride (0.38 g, 0.54 mmol) was then added and the reaction was heated to 80° C. overnight. The solvent was evaporated and the residue was partitioned between water (300 mL) and EtOA... Starting materials: CC1OC2=C(C1)C(=CC=C2[N+](=O)[O-])C (2,3-dihydro-2,4-dimethyl-7-nitrobenzofuran), [H][H] (hydrogen). The reagents and catalysts are [Ni] (Raney nickel). Run in O1CCCC1 (tetrahydrofuran). Yields the product NC1=CC=C(C=2CC(OC21)C)C (7-amino-2,3-dihydro-2,4-dimethylbenzofuran). As a reaction SMILES: [CH3:1][CH:2]1[CH2:6][C:5]2[C:7]([CH3:14])=[CH:8][CH:9]=[C:10]([N+:11]([O-])=O)[C:4]=2[O:3]1.[H][H]>[Ni].O1CCCC1>[NH2:11][C:10]1[C:4]2[O:3][CH:2]([CH3:1])[CH2:6][C:5]=2[C:7]([CH3:14])=[CH:8][CH:9]=1. Procedure: A mixture of 24.3 g of 1C, 200 ml of tetrahydrofuran (THF) and 2 g of activated Raney nickel catalyst was treated with hydrogen (40 psig) in a Parr shaker three hours, then filtered. The solvent was evaporated from the filtrate to give 7-amino-2,3-dihydro-2,4-dimethylbenzofuran (1D), as an amber syrup. Reactants: COC(=O)OC1CSC(COC(=O)c2ccccc2)O1, [Cl-], [Cl-], [Cl-], [Cl-], ClCCl, [Na+], O=C([O-])O, CC(C)OP(OC(C)C)OC(C)C, [Ti+4]. Product: CC(C)OP(=O)(OC(C)C)C1CSC(COC(=O)c2ccccc2)O1. RXN SMILES: [C:1]([c:2]1[cH:3][cH:4][cH:5][cH:6][cH:7]1)(=[O:8])[O:9][CH2:10][CH:11]1[O:12][CH:13]([O:16][C:17]([O:18][CH3:19])=[O:20])[CH2:14][S:15]1.[Cl-:42].[Cl-:43].[Cl-:44].[Cl-:45].[Cl:39][CH2:40][Cl:41].[Na+:38].[O-:34][C:35]([OH:36])=[O:37].[P:21]([O:22][CH:23]([CH3:24])[CH3:25])([O:26][CH:27]([CH3:28])[CH3:29])[O:30][CH:31]([CH3:32])[CH3:33].[Ti+4:46]>>[C:1]([c:2]1[cH:3][cH:4][cH:5][cH:6][cH:7]1)(=[O:8])[O:9][CH2:10][CH:11]1[O:12][CH:13]([P:21]([O:22][CH:23]([CH3:24])[CH3:25])([O:26][CH:27]([CH3:28])[CH3:29])=[O:30])[CH2:14][S:15]1. Starting materials: N[C@H]1CO[C@@H]([C@@H]([C@@H]1O)N=[N+]=[N-])COCC1=CC=C(C=C1)OC (2-amino-1,5-anhydro-4-azido-2,4-dideoxy-6-O-(4-methoxybenzyl)-D-galactitol), C1(C=2C(C(=O)O1)=CC=CC2)=O (phthalic anhydride), CO (methanol). RXN SMILES: N[C@@H:2]1[C@@H:7]([OH:8])[C@@H:6]([N:9]=[N+:10]=[N-:11])[C@@H:5]([CH2:12][O:13][CH2:14][C:15]2[CH:20]=[CH:19][C:18]([O:21][CH3:22])=[CH:17][CH:16]=2)[O:4][CH2:3]1.C1(=O)[O:28][C:26](=[O:27])[C:25]2=[CH:29][CH:30]=[CH:31][CH:32]=[C:24]12.[CH3:34]O>>[N:9]([C@H:6]1[C@@H:5]([CH2:12][O:13][CH2:14][C:15]2[CH:20]=[CH:19][C:18]([O:21][CH3:22])=[CH:17][CH:16]=2)[O:4][CH2:3][C@H:2]([CH2:34][C:30]2[CH:31]=[CH:32][CH:24]=[C:25]([C:26]([OH:28])=[O:27])[CH:29]=2)[C@H:7]1[OH:8])=[N+:10]=[N-:11]. Yields the product N(=[N+]=[N-])[C@@H]1[C@@H]([C@H](CO[C@@H]1COCC1=CC=C(C=C1)OC)CC1=CC(=CC=C1)C(=O)O)O (1,5-anhydro-4-azido-2-(3-carboxybenzyl)-2,4-dideoxy-6-O-(4-methoxybenzyl)-D-galactitol). Run at time 2 hour. Reported procedure: To a solution of the amine 57 (16.2 mmol) in methanol (55 ml), was added phthalic anhydride (216.2 mmol), and the whole stirred for 2 h. The mixture was then evaporated to dryness under reduced pressure and the residue azeotroped with toluene to leave a cream solid 58. Yields the product CCOC(=O)c1c(C)cc(OCc2ccccc2)cc1OCCCc1ccccc1. Starting materials: BrCCCc1ccccc1, CCOC(=O)c1c(C)cc(OCc2ccccc2)cc1O, [H-], [Na+], CN(C)C=O. Reaction SMILES: [Br:24][CH2:25][CH2:26][CH2:27][c:28]1[cH:29][cH:30][cH:31][cH:32][cH:33]1.[CH2:1]([CH3:2])[O:3][C:4]([c:5]1[c:6]([OH:20])[cH:7][c:8]([O:12][CH2:13][c:14]2[cH:15][cH:16][cH:17][cH:18][cH:19]2)[cH:9][c:10]1[CH3:11])=[O:21].[H-:22].[Na+:23].[O:34]=[CH:35][N:36]([CH3:37])[CH3:38]>>[CH2:1]([CH3:2])[O:3][C:4]([c:5]1[c:6]([O:20][CH2:25][CH2:26][CH2:27][c:28]2[cH:29][cH:30][cH:31][cH:32][cH:33]2)[cH:7][c:8]([O:12][CH2:13][c:14]2[cH:15][cH:16][cH:17][cH:18][cH:19]2)[cH:9][c:10]1[CH3:11])=[O:21]. Starting materials: FC1=C(C=CC=C1)C1=CC=C(C=C1)C(/C=C/C(=O)O)=O (4-(2'-fluoro-4-biphenylyl)-4-oxo-crotonic acid), [H][H] (hydrogen). Reagents/catalysts: [Pd] (palladium/barium sulfate). The solvent is Cl(=O)(=O)(=O)O (perchloric acid), C(C)(=O)O (acetic acid). Product: FC1=C(C=CC=C1)C1=CC=C(C=C1)CCCC(=O)O (4-(2'-Fluoro-4-biphenylyl)-butyric acid). RXN SMILES: [F:1][C:2]1[CH:7]=[CH:6][CH:5]=[CH:4][C:3]=1[C:8]1[CH:13]=[CH:12][C:11]([C:14](=O)/[CH:15]=[CH:16]/[C:17]([OH:19])=[O:18])=[CH:10][CH:9]=1.[H][H]>C(O)(=O)C.Cl(O)(=O)(=O)=O.[Pd]>[F:1][C:2]1[CH:7]=[CH:6][CH:5]=[CH:4][C:3]=1[C:8]1[CH:13]=[CH:12][C:11]([CH2:14][CH2:15][CH2:16][C:17]([OH:19])=[O:18])=[CH:10][CH:9]=1. Procedure details: 13.7 gm (0.05 mol) of 4-(2'-fluoro-4-biphenylyl)-4-oxo-crotonic acid in 100 ml of glacial acetic acid and 2 ml of perchloric acid were hydrogenated in the presence of 4 gm of 5% palladium/barium sulfate at room temperature and at atmospheric pressure; the reaction was finished after absorption of 3 mols of hydrogen. After filtering, the mixture was evaporated in vacuo, the residue distributed between water and ethyl acetate and the ethyl acetate phase was evaporated. The residue was crystallized...